Dataset: the Open Reaction Database (ORD), a public repository of structured organic reaction records. Task: describe an organic reaction: reactants, conditions, products, and yield Starting materials: BrC(Br)(Br)Br, CCCCC, C[Si](C)(C)CCOCn1ncc2cc(C(F)(F)F)cc(CO)c21, C1CCOC1, c1ccc(P(c2ccccc2)c2ccccc2)cc1. Yields the product C[Si](C)(C)CCOCn1ncc2cc(C(F)(F)F)cc(CBr)c21. RXN SMILES: [C:24]([Br:25])([Br:26])([Br:27])[Br:28].[CH3:53][CH2:54][CH2:55][CH2:56][CH3:57].[F:1][C:2]([c:3]1[cH:4][c:5]2[cH:6][n:7][n:8]([CH2:14][O:15][CH2:16][CH2:17][Si:18]([CH3:19])([CH3:20])[CH3:21])[c:9]2[c:10]([CH2:12][OH:13])[cH:11]1)([F:22])[F:23].[O:48]1[CH2:49][CH2:50][CH2:51][CH2:52]1.[c:29]1([P:30]([c:31]2[cH:32][cH:33][cH:34][cH:35][cH:36]2)[c:37]2[cH:38][cH:39][cH:40][cH:41][cH:42]2)[cH:43][cH:44][cH:45][cH:46][cH:47]1>>[F:1][C:2]([c:3]1[cH:4][c:5]2[cH:6][n:7][n:8]([CH2:14][O:15][CH2:16][CH2:17][Si:18]([CH3:19])([CH3:20])[CH3:21])[c:9]2[c:10]([CH2:12][Br:25])[cH:11]1)([F:22])[F:23].